This data is from the Open Reaction Database (ORD), a public repository of structured organic reaction records. The task is: describe an organic reaction: reactants, conditions, products, and yield Starting materials: ClC=1C=C2C=CC(=CC2=CC1)C(=O)O (6-chloro-2-naphthoic acid), O (Water), CCOCC (ether), S(O)(O)(=O)=O (sulphuric acid). The solvent is CO (methanol). Reaction conditions: time 3 day. Yields the product ClC=1C=C2C=CC(=CC2=CC1)C(=O)OC (methyl 6-chloro-2-naphthoate). As a reaction SMILES: [Cl:1][C:2]1[CH:3]=[C:4]2[C:9](=[CH:10][CH:11]=1)[CH:8]=[C:7]([C:12]([OH:14])=[O:13])[CH:6]=[CH:5]2.S(=O)(=O)(O)O.O.[CH3:21]COCC>CO>[Cl:1][C:2]1[CH:3]=[C:4]2[C:9](=[CH:10][CH:11]=1)[CH:8]=[C:7]([C:12]([O:14][CH3:21])=[O:13])[CH:6]=[CH:5]2. Procedure: A suspension of the 6-chloro-2-naphthoic acid (41.2 g.) in a mixture of methanol (500 ml.) and concentrated sulphuric acid (50 ml.) is heated under reflux for 3 hours, stored at ambient temperature for 3 days, then warmed until a solution is obtained. Water (2 l.) and ether (1 l.) are added. The ethereal layer is separated, and is washed in turn with water, N-aqueous sodium hydroxide, and water, dried with magnesium sulphate, and evaporated to give methyl 6-chloro-2-naphthoate (38.8 g.) m.p. 97°... The reactants are 10g, C(C(=C)C)(=O)OC (methyl methacrylate), C(C(=C)C)(=O)OCCCCCC (hexyl methacrylate), 90g. The product is C(C(=C)C)(=O)OC.C(C(=C)C)(=O)OCCCCCC (methyl methacrylate hexyl methacrylate). Reaction SMILES: [C:1]([O:6][CH2:7][CH2:8][CH2:9][CH2:10][CH2:11][CH3:12])(=[O:5])[C:2]([CH3:4])=[CH2:3].C(OC)(=O)C(C)=C>>[C:1]([O:6][CH3:7])(=[O:5])[C:2]([CH3:4])=[CH2:3].[C:1]([O:6][CH2:7][CH2:8][CH2:9][CH2:10][CH2:11][CH3:12])(=[O:5])[C:2]([CH3:4])=[CH2:3] |f:2.3|. Reported procedure: This copolymer is prepared according to the same procedure as described in Example I above, except with 10g of hexyl methacrylate and 90g of methyl methacrylate. Reactants: [OH-].[Na+] (sodium hydroxide), C(C)OC(=O)C1(CCN(CCC1=O)C(=O)OC(C)(C)C)CC(=O)OCC (4-ethoxycarbonylmethyl-5-oxo-azepane-1,4-dicarboxylic acid 1-tert-butyl ester 4-ethyl ester). Run in O (water), C1CCOC1 (THF). Product: C(C)(C)(C)OC(=O)N1CCC(C(CC1)=O)CC(=O)O (4-carboxymethyl-5-oxo-azepane-1-carboxylic acid tert-butyl ester). Yield: 65.6%. RXN SMILES: [OH-].[Na+].C(OC([C:8]1([CH2:23][C:24]([O:26]CC)=[O:25])[C:14](=[O:15])[CH2:13][CH2:12][N:11]([C:16]([O:18][C:19]([CH3:22])([CH3:21])[CH3:20])=[O:17])[CH2:10][CH2:9]1)=O)C>O.C1COCC1>[C:19]([O:18][C:16]([N:11]1[CH2:12][CH2:13][C:14](=[O:15])[CH:8]([CH2:23][C:24]([OH:26])=[O:25])[CH2:9][CH2:10]1)=[O:17])([CH3:22])([CH3:20])[CH3:21] |f:0.1|. Procedure: 23.3 g sodium hydroxide in 218 mL water was added to 38 g 4-ethoxycarbonylmethyl-5-oxo-azepane-1,4-dicarboxylic acid 1-tert-butyl ester 4-ethyl ester in 155 mL THF. The reaction was stirred over night at RT, THF was removed and the mixture was extracted with dichlormethane. The aqueous part was acidified with 3M HCl to pH 3 at 0° C. The aqueous solution was extracted with dichloromethane, dried over magnesium sulfate, concentrated under reduced pressure to give 18.2 g of the desired product. (M+... The reactants are O=C(O)CCC(=O)c1ccc(Br)cc1, Cc1ccc(B(O)O)cc1, Cc1ccccc1, ClCCl, [Na+], [Na+], O=C([O-])[O-], [Pd], c1ccc(P(c2ccccc2)c2ccccc2)cc1, c1ccc(P(c2ccccc2)c2ccccc2)cc1, c1ccc(P(c2ccccc2)c2ccccc2)cc1, c1ccc(P(c2ccccc2)c2ccccc2)cc1. Product: Cc1ccc(-c2ccc(C(=O)CCC(=O)O)cc2)cc1. RXN SMILES: [Br:11][c:12]1[cH:13][cH:14][c:15]([C:18]([CH2:19][CH2:20][C:21](=[O:22])[OH:23])=[O:24])[cH:16][cH:17]1.[CH3:1][c:2]1[cH:3][cH:4][c:5]([B:8]([OH:9])[OH:10])[cH:6][cH:7]1.[CH3:31][c:32]1[cH:33][cH:34][cH:35][cH:36][cH:37]1.[Cl:38][CH2:39][Cl:40].[Na+:25].[Na+:26].[O-:27][C:28](=[O:29])[O-:30].[Pd:41].[c:42]1([P:43]([c:44]2[cH:45][cH:46][cH:47][cH:48][cH:49]2)[c:50]2[cH:51][cH:52][cH:53][cH:54][cH:55]2)[cH:56][cH:57][cH:58][cH:59][cH:60]1.[c:61]1([P:62]([c:63]2[cH:64][cH:65][cH:66][cH:67][cH:68]2)[c:69]2[cH:70][cH:71][cH:72][cH:73][cH:74]2)[cH:75][cH:76][cH:77][cH:78][cH:79]1.[c:80]1([P:81]([c:82]2[cH:83][cH:84][cH:85][cH:86][cH:87]2)[c:88]2[cH:89][cH:90][cH:91][cH:92][cH:93]2)[cH:94][cH:95][cH:96][cH:97][cH:98]1.[c:99]1([P:100]([c:101]2[cH:102][cH:103][cH:104][cH:105][cH:106]2)[c:107]2[cH:108][cH:109][cH:110][cH:111][cH:112]2)[cH:113][cH:114][cH:115][cH:116][cH:117]1>>[CH3:1][c:2]1[cH:3][cH:4][c:5](-[c:12]2[cH:13][cH:14][c:15]([C:18]([CH2:19][CH2:20][C:21](=[O:22])[OH:23])=[O:24])[cH:16][cH:17]2)[cH:6][cH:7]1.